Dataset: the Open Reaction Database (ORD), a public repository of structured organic reaction records. Task: describe an organic reaction: reactants, conditions, products, and yield Reactants: COc1ccc(C(=O)c2c[nH]c3ccccc23)cc1, C[O-], CI, CN(C)C=O, [Na+]. Yields the product COc1ccc(C(=O)c2cn(C)c3ccccc23)cc1. Reaction SMILES: [CH3:1][O:2][c:3]1[cH:4][cH:5][c:6]([C:7](=[O:8])[c:9]2[cH:10][nH:11][c:12]3[cH:13][cH:14][cH:15][cH:16][c:17]23)[cH:18][cH:19]1.[CH3:20][O-:21].[CH3:23][I:24].[CH3:25][N:26]([CH3:27])[CH:28]=[O:29].[Na+:22]>>[CH3:1][O:2][c:3]1[cH:4][cH:5][c:6]([C:7](=[O:8])[c:9]2[cH:10][n:11]([CH3:20])[c:12]3[cH:13][cH:14][cH:15][cH:16][c:17]23)[cH:18][cH:19]1. Reactants: N1C(NC2(C1=O)CCCC=1SC=CC12)=O (6,7-Dihydro-5H-spiro[benzo[b]thiophene-4,4′-imidazolidine]-2′,5′-dione), COC1=CC=C(C=C1)P1(SP(S1)(C1=CC=C(C=C1)OC)=S)=S (2,4-bis(4-methoxyphenyl)-1,3,2,4-dithiadiphosphetane-2,4-disulfide). Solvent: O1CCOCC1 (1,4-dioxane). Reaction conditions: temperature 120 celsius. Yields the product S=C1NC(C2(N1)CCCC=1SC=CC12)=O (2′-thioxo-6,7-dihydro-5H-spiro[benzo[b]thiophene-4,4′-imidazolidin]-5′-one). The yield is 100.7%. Reaction SMILES: [NH:1]1[C:5](=[O:6])[C:4]2([C:14]3[CH:13]=[CH:12][S:11][C:10]=3[CH2:9][CH2:8][CH2:7]2)[NH:3][C:2]1=O.COC1C=CC(P2(=S)SP(=S)(C3C=CC(OC)=CC=3)[S:25]2)=CC=1>O1CCOCC1>[S:25]=[C:2]1[NH:3][C:4]2([C:14]3[CH:13]=[CH:12][S:11][C:10]=3[CH2:9][CH2:8][CH2:7]2)[C:5](=[O:6])[NH:1]1. Procedure details: 6,7-Dihydro-5H-spiro[benzo[b]thiophene-4,4′-imidazolidine]-2′,5′-dione (0.5 g, 2.25 mmol) and 2,4-bis(4-methoxyphenyl)-1,3,2,4-dithiadiphosphetane-2,4-disulfide (Lawesson's reagent) (0.91 g, 2.25 mmol) were suspended in 1,4-dioxane (5 mL). The mixture was heated by microwave irradiation at 120° C. for 30 min. The solution was concentrated in vacuo and the crude residue purified on silica gel using a gradient elution of 20-100% ethyl acetate in 40-60 petroleum ether. Isolated material was further... Reactants: C(#N)C1=CC=C(S1)B(O)O (5-cyanothiophen-2-ylboronic acid), O1CCOCC1 (1,4-dioxane), ClC1=NC=CC(=N1)Cl (2,4-dichloropyrimidine), C(=O)([O-])[O-].[Na+].[Na+] (Na2CO3). Reagents/catalysts: Cl[Pd]([P](C1=CC=CC=C1)(C2=CC=CC=C2)C3=CC=CC=C3)([P](C4=CC=CC=C4)(C5=CC=CC=C5)C6=CC=CC=C6)Cl (bis(triphenylphosphine)palladium(II) chloride). Run in C(Cl)Cl (CH2Cl2), CO (MeOH). Conditions: temperature 140 celsius. Product: ClC1=NC=CC(=N1)C1=CC=C(S1)C#N (5-(2-Chloropyrimidin-4-yl)thiophene-2-carbonitrile). Reaction SMILES: [C:1]([C:3]1[S:7][C:6](B(O)O)=[CH:5][CH:4]=1)#[N:2].[Cl:11][C:12]1[N:17]=[C:16](Cl)[CH:15]=[CH:14][N:13]=1.C([O-])([O-])=O.[Na+].[Na+].O1CCOCC1>C(Cl)Cl.CO.Cl[Pd](Cl)([P](C1C=CC=CC=1)(C1C=CC=CC=1)C1C=CC=CC=1)[P](C1C=CC=CC=1)(C1C=CC=CC=1)C1C=CC=CC=1>[Cl:11][C:12]1[N:17]=[C:16]([C:6]2[S:7][C:3]([C:1]#[N:2])=[CH:4][CH:5]=2)[CH:15]=[CH:14][N:13]=1 |f:2.3.4,^1:38,57|. Procedure: A solution of 0.22 g (1.4 mmol) of 5-cyanothiophen-2-ylboronic acid, 0.21 g (1.4 mmol) of 2,4-dichloropyrimidine and 49 mg (0.070 mmol) of bis(triphenylphosphine)palladium(II) chloride in 2 mL of a 2 M Na2CO3 aqueous solution and 5 mL of 1,4-dioxane was as heated in a microwave for 30 min at 140° C., then cooled to rt, diluted with CH2Cl2 and MeOH, and dried over MgSO4. The organic solvent was removed in vacuo, and the resulting solid was purified by flash chromatography eluting with a linear gr... The reactants are NC1(CCC1)C1=CC=C(C=C1)C1=C(OC2=CC=C(C=C2C1=O)F)C1=CC=CC=C1 (3-[4-(1-amino-cyclobutyl)-phenyl]-6-fluoro-2-phenyl-chromen-4-one), CO (MeOH), C(C)(C)(C)OC(NC1(CCC1)C1=CC=C(C=C1)C1=C(OC2=C(C1=O)C=C(C=1N=CN(C12)COCC[Si](C)(C)C)Cl)C1=CC=CC=C1)=O ((1-{4-[4-chloro-6-oxo-8-phenyl-1-(2-trimethylsilanyl-ethoxymethyl)-1,6-dihydro-chromeno[7,8-d]imidazol-7-yl]-phenyl}-cyclobutyl)-carbamic acid tert-butyl ester), C(C)(C)(C)OC(NC1(CCC1)C1=CC=C(C=C1)C1=C(OC2=C(C1=O)C=C(C=1N(C=NC12)CCCC[Si](C)(C)C)Cl)C1=CC=CC=C1)=O ((1-{4-[4-chloro-6-oxo-8-phenyl-3-(4-trimethylsilanyl-butyl)-3,6-dihydro-chromeno[7,8-d]imidazol-7-yl]-phenyl}-cyclobutyl)-carbamic acid tert-butyl ester). As a reaction SMILES: NC1(C2C=CC(C3C(=O)C4C(=CC=C(F)C=4)OC=3C3C=CC=CC=3)=CC=2)CCC1.C(OC(=O)[NH:36][C:37]1([C:41]2[CH:46]=[CH:45][C:44]([C:47]3[C:52](=[O:53])[C:51]4[CH:54]=[C:55]([Cl:69])[C:56]5[N:57]=[CH:58][N:59](COCC[Si](C)(C)C)[C:60]=5[C:50]=4[O:49][C:48]=3[C:70]3[CH:75]=[CH:74][CH:73]=[CH:72][CH:71]=3)=[CH:43][CH:42]=2)[CH2:40][CH2:39][CH2:38]1)(C)(C)C.C(OC(=O)NC1(C2C=CC(C3C(=O)C4C=C(Cl)C5N(CCCC[Si](C)(C)C)C=NC=5C=4OC=3C3C=CC=CC=3)=CC=2)CCC1)(C)(C)C.CO>C(Cl)Cl>[NH2:36][C:37]1([C:41]2[CH:42]=[CH:43][C:44]([C:47]3[C:52](=[O:53])[C:51]4[CH:54]=[C:55]([Cl:69])[C:56]5[N:57]=[CH:58][NH:59][C:60]=5[C:50]=4[O:49][C:48]=3[C:70]3[CH:75]=[CH:74][CH:73]=[CH:72][CH:71]=3)=[CH:45][CH:46]=2)[CH2:40][CH2:39][CH2:38]1. Yields the product NC1(CCC1)C1=CC=C(C=C1)C1=C(OC2=C(C1=O)C=C(C=1N=CNC12)Cl)C1=CC=CC=C1 (7-[4-(1-Amino-cyclobutyl)-phenyl]-4-chloro-8-phenyl-1H-chromeno[7,8-d]imidazol-6-one). Procedure: Following the procedure for 3-[4-(1-amino-cyclobutyl)-phenyl]-6-fluoro-2-phenyl-chromen-4-one, a mixture of (1-{4-[4-chloro-6-oxo-8-phenyl-1-(2-trimethylsilanyl-ethoxymethyl)-1,6-dihydro-chromeno[7,8-d]imidazol-7-yl]-phenyl}-cyclobutyl)-carbamic acid tert-butyl ester and (1-{4-[4-chloro-6-oxo-8-phenyl-3-(4-trimethylsilanyl-butyl)-3,6-dihydro-chromeno[7,8-d]imidazol-7-yl]-phenyl}-cyclobutyl)-carbamic acid tert-butyl ester (46 mg, 0.07 mmol) were reacted to give crude product. This residue was sub... Run in C(Cl)Cl (DCM). The yield is 48.0%.